describe an organic reaction: reactants, conditions, products, and yield From a dataset of the Open Reaction Database (ORD), a public repository of structured organic reaction records. Starting materials: C(C(=C)C)(=O)OCCOS(=O)(=O)C1=CC=C(C=C1)C (2-(toluene-4-sulfonyloxy)ethyl methacrylate), CC(C)(C#N)N=NC(C)(C)C#N (AIBN), C(C=C)(=O)OCCO (2-hydroxyethyl acrylate), C(C(=C)C)(=O)OC (methyl methacrylate). The solvent is O1CCCC1 (tetrahydrofuran). Reaction conditions: temperature 67.5 celsius. Product: C(C(=C)C)(=O)OCCOS(=O)(=O)C1=CC=C(C=C1)C.C(C=C)(=O)OCCO (2-(toluene-4-sulfonyloxy)ethyl methacrylate 2-hydroxyethyl acrylate). Isolated yield 65.0%. As a reaction SMILES: [C:1]([O:6][CH2:7][CH2:8][O:9][S:10]([C:13]1[CH:18]=[CH:17][C:16]([CH3:19])=[CH:15][CH:14]=1)(=[O:12])=[O:11])(=[O:5])[C:2]([CH3:4])=[CH2:3].[C:20]([O:24][CH2:25][CH2:26][OH:27])(=[O:23])[CH:21]=[CH2:22].C(OC)(=O)C(C)=C.CC(N=NC(C#N)(C)C)(C#N)C>O1CCCC1>[C:1]([O:6][CH2:7][CH2:8][O:9][S:10]([C:13]1[CH:18]=[CH:17][C:16]([CH3:19])=[CH:15][CH:14]=1)(=[O:11])=[O:12])(=[O:5])[C:2]([CH3:4])=[CH2:3].[C:20]([O:24][CH2:25][CH2:26][OH:27])(=[O:23])[CH:21]=[CH2:22] |f:5.6|. Procedure: In a 500 ml round-bottom flask was placed 0.3 mole of 2-(toluene-4-sulfonyloxy)ethyl methacrylate, 0.25 mole of 2-hydroxyethyl acrylate, 0.3 mole of methyl methacrylate, 300 g of tetrahydrofuran (THF), and 0.1 g-3 g of AIBN. The reaction mixture was heated at 60-75° C. for 5-20 hours. The product was precipitated in ethyl ether or n-hexane, filtered and dried to produce poly [2-(toluene-4-sulfonyloxy)ethyl methacrylate/2-hydroxyethyl acrylate-/methyl methacrylate] represented by the following ch... Starting materials: O (water), OC1=CC=C(C=C1)N1CCN(CC1)C1=CC=NC=C1 (1-(4-hydroxyphenyl)-4-(4-pyridyl)piperazine), FC1=CC=C(C#N)C=C1 (4-fluorobenzonitrile), C([O-])([O-])=O.[K+].[K+] (potassium carbonate). The solvent is CS(=O)C (DMSO). Product: C(#N)C1=CC=C(OC2=C(C=CC=C2)N2CCN(CC2)C2=CC=NC=C2)C=C1 (1-(4-cyanophenoxyphenyl)-4-(4-pyridyl)piperazine). Yield: 13.5%. RXN SMILES: O[C:2]1[CH:7]=[CH:6][C:5]([N:8]2[CH2:13][CH2:12][N:11]([C:14]3[CH:19]=[CH:18][N:17]=[CH:16][CH:15]=3)[CH2:10][CH2:9]2)=[CH:4][CH:3]=1.F[C:21]1[CH:28]=[CH:27][C:24]([C:25]#[N:26])=[CH:23][CH:22]=1.C(=O)([O-])[O-:30].[K+].[K+].O>CS(C)=O>[C:25]([C:24]1[CH:27]=[CH:28][C:21]([O:30][C:6]2[CH:7]=[CH:2][CH:3]=[CH:4][C:5]=2[N:8]2[CH2:13][CH2:12][N:11]([C:14]3[CH:19]=[CH:18][N:17]=[CH:16][CH:15]=3)[CH2:10][CH2:9]2)=[CH:22][CH:23]=1)#[N:26] |f:2.3.4|. Procedure: A solution of 1-(4-hydroxyphenyl)-4-(4-pyridyl)piperazine (670 mg), 4-fluorobenzonitrile (354 mg) and powdered potassium carbonate (445 mg) was stirred at 95° C. in DMSO (12 ml) for 18 hours. The solution was poured into water (180 ml) to give a precipitate which was filtered, washed with water and dried. The solid was purified by chromatography on alumina (ICN Alumina N 32-63) using 1% methanol in dichloromethane as eluant. This gave a solid which was recrystallised from a mixture of ethyl acet... Starting materials: [H-].[Na+] (Sodium hydride), Cl\C=C/Cl (cis-1,2-dichloroethylene), C(C1=CC=CC=C1)N1C(CC(CC1)=O)=O (1-benzyl-2,4-dioxopiperidine), C(=S)=S (carbon disulfide). The solvent is CS(=O)C (dimethylsulfoxide), CS(=O)C (dimethylsulfoxide), CS(=O)C (dimethylsulfoxide). Reaction conditions: time 2 hour. Product: C(C1=CC=CC=C1)N1C(C(C(CC1)=O)=C1SC=CS1)=O (1-benzyl-3-(1,3-dithiol-2-ylidene)-2,4- dioxopiperidine). RXN SMILES: [H-].[Na+].[CH2:3]([N:10]1[CH2:15][CH2:14][C:13](=[O:16])[CH2:12][C:11]1=[O:17])[C:4]1[CH:9]=[CH:8][CH:7]=[CH:6][CH:5]=1.[C:18](=[S:20])=[S:19].Cl/[CH:22]=[CH:23]\Cl>CS(C)=O>[CH2:3]([N:10]1[CH2:15][CH2:14][C:13](=[O:16])[C:12](=[C:18]2[S:20][CH:23]=[CH:22][S:19]2)[C:11]1=[O:17])[C:4]1[CH:5]=[CH:6][CH:7]=[CH:8][CH:9]=1 |f:0.1|. Procedure details: Sodium hydride (60% despersion in oil) (432 mg) is suspended in dimethylsulfoxide (10 ml), and to the suspension is added dropwise a solution of 1-benzyl-2,4-dioxopiperidine (1.0 g) and carbon disulfide (0.33 ml) in dimethylsulfoxide (20 ml). The mixture is stirred for 2 hours, and thereto is added dropwise a solution of cis-1,2-dichloroethylene (0.42 ml) in dimethylsulfoxide (5 ml). The mixture is stirred at room temperature for 1.5 hour and further at 50° C. for 1 hour. The reaction mixture is... The reactants are O1C(OCC1)CCC1(C(CCCC1)=O)C(=O)OC (methyl 1-[2-(1,3-dioxolan-2-yl)ethyl]-2-oxocyclohexanecarboxylate), [C-]#N (cyanide). Run in CS(=O)C (DMSO), O (water). Yields the product O1C(OCC1)CCC1C(CCCC1)=O (2-[2-(1,3-dioxolan-2-yl)ethyl]cyclohexanone). As a reaction SMILES: [O:1]1[CH2:5][CH2:4][O:3][CH:2]1[CH2:6][CH2:7][C:8]1(C(OC)=O)[CH2:13][CH2:12][CH2:11][CH2:10][C:9]1=[O:14].[C-]#N>CS(C)=O.O>[O:1]1[CH2:5][CH2:4][O:3][CH:2]1[CH2:6][CH2:7][CH:8]1[CH2:13][CH2:12][CH2:11][CH2:10][C:9]1=[O:14]. Procedure details: The product of Example 102 was reacted with sod ,m cyanide (0.69 g, 14.1 mmoles) in 25 mL of DMSO at 160° C. for 12 hrs. The reaction mixture was then diluted to 700 mL with water and extracted with ethyl acetate/hexane (1:1). The solvent removed from the extracts to provide the title compound as oil. The reactants are BrC=1C=C(C=C(C1)F)C1=CC(=NN1C=1C=NC=CC1)C(=O)O (5-(3-Bromo-5-fluorophenyl)-1-(pyridin-3-yl)-1H-pyrazole-3-carboxylic acid), ClC=1C=C(C=C(C1)F)C1=CC(=NN1C=1C=NC=CC1)C(=O)N1CC(NCC1)=O (4-{[5-(3-Chloro-5-fluorophenyl)-1-(pyridin-3-yl)-1H-pyrazol-3-yl]carbonyl}piperazin-2-one), O=C1NCCNC1 (2-oxopiperazine). Yields the product BrC=1C=C(C=C(C1)F)C1=CC(=NN1C=1C=NC=CC1)C(=O)N1CC(NCC1)=O (4-{[5-(3-Bromo-5-fluorophenyl)-1-(pyridin-3-yl)-1H-pyrazol-3-yl]carbonyl}piperazin-2-one). Reaction SMILES: [Br:1][C:2]1[CH:3]=[C:4]([C:9]2[N:13]([C:14]3[CH:15]=[N:16][CH:17]=[CH:18][CH:19]=3)[N:12]=[C:11]([C:20]([OH:22])=O)[CH:10]=2)[CH:5]=[C:6]([F:8])[CH:7]=1.ClC1C=C(C2N(C3C=NC=CC=3)N=C(C([N:44]3[CH2:49][CH2:48][NH:47][C:46](=[O:50])[CH2:45]3)=O)C=2)C=C(F)C=1.O=C1CNCCN1>>[Br:1][C:2]1[CH:3]=[C:4]([C:9]2[N:13]([C:14]3[CH:15]=[N:16][CH:17]=[CH:18][CH:19]=3)[N:12]=[C:11]([C:20]([N:44]3[CH2:49][CH2:48][NH:47][C:46](=[O:50])[CH2:45]3)=[O:22])[CH:10]=2)[CH:5]=[C:6]([F:8])[CH:7]=1. Procedure: 50 mg (0.14 mmol) of the compound of Example 32A is reacted analogously to the synthesis of the compound of Example 4 with 15 mg (0.15 mmol) of 2-oxopiperazine. 59 mg (96% of theory) of the title compound is obtained. Reactants: Cc1ccccc1, O=C=NC(=O)c1c(F)cccc1F, Nc1ccc(SC(F)(F)C(F)F)cc1F. Product: O=C(NC(=O)c1c(F)cccc1F)Nc1ccc(SC(F)(F)C(F)F)cc1F. Reaction SMILES: [CH3:29][c:30]1[cH:31][cH:32][cH:33][cH:34][cH:35]1.[F:16][c:17]1[c:18]([C:19](=[O:20])[N:21]=[C:22]=[O:23])[c:24]([F:28])[cH:25][cH:26][cH:27]1.[F:1][c:2]1[c:3]([NH2:4])[cH:5][cH:6][c:7]([S:9][C:10]([CH:11]([F:12])[F:13])([F:14])[F:15])[cH:8]1>>[F:1][c:2]1[c:3]([NH:4][C:22]([NH:21][C:19]([c:18]2[c:17]([F:16])[cH:27][cH:26][cH:25][c:24]2[F:28])=[O:20])=[O:23])[cH:5][cH:6][c:7]([S:9][C:10]([CH:11]([F:12])[F:13])([F:14])[F:15])[cH:8]1.